Dataset: the Open Reaction Database (ORD), a public repository of structured organic reaction records. Task: describe an organic reaction: reactants, conditions, products, and yield Reported procedure: The glycerol borate acid salt of TEDA was prepared according to U.S. Pat. No. 3,113,515. Boric acid was combined with 2 molar equivalents of glycerol and heated to 180° F. to afford a glycerol borate acid. The reaction mixture was then cooled to 100° F. and treated with 1 molar equivalent of TEDA. Further cooling afforded a viscous material containing 30 wt% TEDA which had a measured Brookfield viscosity of 14,800 centipoise at 25° C. RXN SMILES: [B:1]([OH:4])([OH:3])[OH:2].[OH:5][CH2:6][CH:7]([CH2:9]O)[OH:8]>>[B:1]([O:4][CH2:9][CH:7]([CH2:6][OH:5])[OH:8])([OH:3])[OH:2]. Yields the product B(O)(O)OCC(O)CO (glycerol borate). Reaction conditions: temperature 180 fahrenheit. The reactants are B(O)(O)O (Boric acid), OCC(O)CO (glycerol). Starting materials: C(C1=CC=CC=C1)N(C1=CC(N(C=C1)CCC1=CC=C(C=C1)CBr)=O)C (4-(Benzyl-methyl-amino)-1-[2-(4-bromomethyl-phenyl)-ethyl]-1H-pyridin-2-one), N1CCC(CC1)NC(C)=O (N-piperidin-4-yl-acetamide). The product is C(C1=CC=CC=C1)N(C1=CC(N(C=C1)CCC1=CC=C(CN2CCC(CC2)NC(C)=O)C=C1)=O)C (N-[1-(4-{2-[4-(Benzyl-methyl-amino)-2-oxo-2H-pyridin-1-yl]-ethyl}-benzyl)-piperidin-4-yl]-acetamide). Reaction SMILES: [CH2:1]([N:8]([CH3:26])[C:9]1[CH:14]=[CH:13][N:12]([CH2:15][CH2:16][C:17]2[CH:22]=[CH:21][C:20]([CH2:23]Br)=[CH:19][CH:18]=2)[C:11](=[O:25])[CH:10]=1)[C:2]1[CH:7]=[CH:6][CH:5]=[CH:4][CH:3]=1.[NH:27]1[CH2:32][CH2:31][CH:30]([NH:33][C:34](=[O:36])[CH3:35])[CH2:29][CH2:28]1>>[CH2:1]([N:8]([CH3:26])[C:9]1[CH:14]=[CH:13][N:12]([CH2:15][CH2:16][C:17]2[CH:22]=[CH:21][C:20]([CH2:23][N:27]3[CH2:32][CH2:31][CH:30]([NH:33][C:34](=[O:36])[CH3:35])[CH2:29][CH2:28]3)=[CH:19][CH:18]=2)[C:11](=[O:25])[CH:10]=1)[C:2]1[CH:7]=[CH:6][CH:5]=[CH:4][CH:3]=1. Procedure: N-[1-(4-{2-[4-(Benzyl-methyl-amino)-2-oxo-2H-pyridin-1-yl]-ethyl}-benzyl)-piperidin-4-yl]-acetamide is prepared as example 30.1 from 150 mg (0.37 mmol) 4-(benzyl-methyl-amino)-1-[2-(4-bromomethyl-phenyl)-ethyl]-1H-pyridin-2-one (preparation 14d) and 259 mg (1.82 mmol) N-piperidin-4-yl-acetamide.